From a dataset of the Open Reaction Database (ORD), a public repository of structured organic reaction records. describe an organic reaction: reactants, conditions, products, and yield The reactants are COCCCOC1=C(C(=NC=C1)CSC1=NC2=C(N1)C=CC=C2)C (2-[[[4-(3-methoxypropoxy)-3-methyl-2-pyridinyl]methyl]thio]-1H-benzimidazole), CC=1C(=CC=NC1CSC=2NC=3C=CC=CC3N2)OCC(F)(F)F (Lansoprazole sulfide). Yields the product CC1=C(C=CN=C1C[S+](C=2NC=3C=CC=CC3N2)[O-])OCCCOC (Rabeprazole). The yield is 75.0%. As a reaction SMILES: [CH3:1][O:2][CH2:3][CH2:4][CH2:5][O:6][C:7]1[CH:12]=[CH:11][N:10]=[C:9]([CH2:13][S:14][C:15]2[NH:19][C:18]3[CH:20]=[CH:21][CH:22]=[CH:23][C:17]=3[N:16]=2)[C:8]=1[CH3:24].CC1C([O:43]CC(F)(F)F)=CC=NC=1CSC1NC2C=CC=CC=2N=1>>[CH3:24][C:8]1[C:9]([CH2:13][S+:14]([O-:43])[C:15]2[NH:19][C:18]3[CH:20]=[CH:21][CH:22]=[CH:23][C:17]=3[N:16]=2)=[N:10][CH:11]=[CH:12][C:7]=1[O:6][CH2:5][CH2:4][CH2:3][O:2][CH3:1]. Procedure: The experiment described in example 2 was repeated using 48.8 g of 2-[[[4-(3-methoxypropoxy)-3-methyl-2-pyridinyl]methyl]thio]-1H-benzimidazole as substrate instead of Lansoprazole sulfide. 38.3 g of crystallized Rabeprazole are isolated after crystallization and drying (yield 75%). Reactants: C(CCC)(=O)C1=CNC2=C(C=CC=C2C1=O)COC(C1=CC=C(C=C1)OC)=O (3-butyryl-8-(4-methoxybenzoyloxymethyl)-4(1H)-quinolone), P(=O)(Cl)(Cl)Cl (phosphoryl chloride). Yields the product C(CCC)(=O)C=1C=NC2=C(C=CC=C2C1Cl)COC(C1=CC=C(C=C1)OC)=O (3-butyryl-4-chloro-8-(4-methoxy-benzoyloxymethyl)quinoline). As a reaction SMILES: [C:1]([C:6]1[C:15](=O)[C:14]2[C:9](=[C:10]([CH2:17][O:18][C:19](=[O:28])[C:20]3[CH:25]=[CH:24][C:23]([O:26][CH3:27])=[CH:22][CH:21]=3)[CH:11]=[CH:12][CH:13]=2)[NH:8][CH:7]=1)(=[O:5])[CH2:2][CH2:3][CH3:4].P(Cl)(Cl)([Cl:31])=O>>[C:1]([C:6]1[CH:7]=[N:8][C:9]2[C:14]([C:15]=1[Cl:31])=[CH:13][CH:12]=[CH:11][C:10]=2[CH2:17][O:18][C:19](=[O:28])[C:20]1[CH:25]=[CH:24][C:23]([O:26][CH3:27])=[CH:22][CH:21]=1)(=[O:5])[CH2:2][CH2:3][CH3:4]. Procedure: A solution of 3-butyryl-8-(4-methoxybenzoyloxymethyl)-4(1H)-quinolone (5.75 g, 15.1 mmol) in phosphoryl chloride (75 ml) was heated at reflux for 30 minutes, the phosphoryl chloride evaporated in vacuo, the residue poured onto ice, neutralised with sodium bicarbonate, and extracted into dichloromethane. Drying, evaporation, and trituration with ether gave the crude 3-butyryl-4-chloro-8-(4-methoxy-benzoyloxymethyl)quinoline, which was used without further purification. Reactants: C=O, Cl, NC(Cc1cccc(F)c1)C(=O)O. Product: O=C(O)C1Cc2cc(F)ccc2CN1. As a reaction SMILES: [CH2:14]=[O:15].[ClH:16].[F:1][c:2]1[cH:3][c:4]([CH2:5][CH:6]([NH2:7])[C:8](=[O:9])[OH:10])[cH:11][cH:12][cH:13]1>>[F:1][c:2]1[cH:3][c:4]2[c:11]([cH:12][cH:13]1)[CH2:14][NH:7][CH:6]([C:8](=[O:9])[OH:10])[CH2:5]2. Reactants: CCO, O=C(O)Cc1ccc(OCCCCl)cc1, Oc1ccc(Cl)cc1, Cl, [I-], [K+], [K+], [OH-], O. Yields the product O=C(O)Cc1ccc(OCCCOc2ccc(Cl)cc2)cc1. RXN SMILES: [CH3:29][CH2:30][OH:31].[Cl:13][CH2:14][CH2:15][CH2:16][O:17][c:18]1[cH:19][cH:20][c:21]([CH2:24][C:25](=[O:26])[OH:27])[cH:22][cH:23]1.[Cl:1][c:2]1[cH:3][cH:4][c:5]([OH:8])[cH:6][cH:7]1.[ClH:28].[I-:12].[K+:10].[K+:11].[OH-:9].[OH2:32]>>[Cl:1][c:2]1[cH:3][cH:4][c:5]([O:8][CH2:14][CH2:15][CH2:16][O:17][c:18]2[cH:19][cH:20][c:21]([CH2:24][C:25](=[O:26])[OH:27])[cH:22][cH:23]2)[cH:6][cH:7]1.